From a dataset of the Open Reaction Database (ORD), a public repository of structured organic reaction records. describe an organic reaction: reactants, conditions, products, and yield Starting materials: COC1=C2CCCC(C2=CC=C1)C(=O)O (5-methoxy 1,2,3,4-tetrahydronaphthalene-1-carboxylic acid), COC1=C2CCCC(C2=CC=C1)=O (5-methoxy-1-tetralone), [Al+3].[Cl-].[Cl-].[Cl-] (AlCl3), C1(CCCC2=CC=CC=C12)=O (tetralone), C(C)I (ethyl iodide), C1(=CC=CC=C1)O (phenol), C([O-])([O-])=O.[K+].[K+] (potassium carbonate). Solvent: C1=CC=CC=C1 (benzene), CC(=O)C (acetone). Product: C(C)OC1=C2CCCC(C2=CC=C1)=O (5-Ethoxy-1-tetralone), C(C)OC1=C2CCCC(C2=CC=C1)C(=O)O (5-ethoxy-1,2,3,4-tetrahydronaphthalene-1-carboxylic acid). As a reaction SMILES: [CH3:1][O:2][C:3]1[CH:12]=[CH:11][CH:10]=[C:9]2[C:4]=1[CH2:5][CH2:6][CH2:7][C:8]2=[O:13].[Al+3].[Cl-].[Cl-].[Cl-].[C:18]1(O)C=CC=CC=1.[CH2:25](I)C.C(=O)([O-])[O-].[K+].[K+].C1(=O)C2C(=CC=CC=2)CCC1.[CH3:45][O:46][C:47]1[CH:56]=[CH:55][CH:54]=[C:53]2[C:48]=1[CH2:49][CH2:50][CH2:51][CH:52]2[C:57]([OH:59])=[O:58]>C1C=CC=CC=1.CC(C)=O>[CH2:1]([O:2][C:3]1[CH:12]=[CH:11][CH:10]=[C:9]2[C:4]=1[CH2:5][CH2:6][CH2:7][C:8]2=[O:13])[CH3:18].[CH2:45]([O:46][C:47]1[CH:56]=[CH:55][CH:54]=[C:53]2[C:48]=1[CH2:49][CH2:50][CH2:51][CH:52]2[C:57]([OH:59])=[O:58])[CH3:25] |f:1.2.3.4,7.8.9|. Reported procedure: 5-Ethoxy-1-tetralone was prepared from the commercially available 5-methoxy-1-tetralone by treatment with AlCl3 in benzene followed by alkylation of the resulting phenol with ethyl iodide in acetone in the presence of potassium carbonate. The resulting tetralone was then treated by the procedures described in International Patent Application Number WO 89/06645 for the preparation of 5-methoxy 1,2,3,4-tetrahydronaphthalene-1-carboxylic acid to yield 5-ethoxy-1,2,3,4-tetrahydronaphthalene-1-carbox... Reactants: CN1CCC(CC1)=C1C2=C(C(CC3=C1C=CC=C3)=O)C=CC=C2 (1-methyl-4-(10,11-dihydro-10-oxo-5H-dibenzo[a,d]cyclohepten-5-ylidene)piperidine), [OH-].[Na+] (NaOH), CCOCC (ether), [H-].[Al+3].[Li+].[H-].[H-].[H-] (lithium aluminum hydride). Run in O (water), O (water), O (water). Reaction conditions: time 20 hour. The product is CN1CCC(CC1)=C1C2=C(C(CC3=C1C=CC=C3)O)C=CC=C2 (1-Methyl-4-(10,11-dihydro-10-hydroxy-5H-dibenzo[a,d]cyclohepten-5-ylidene)piperidine). Reaction SMILES: [CH3:1][N:2]1[CH2:7][CH2:6][C:5](=[C:8]2[C:14]3[CH:15]=[CH:16][CH:17]=[CH:18][C:13]=3[CH2:12][C:11](=[O:19])[C:10]3[CH:20]=[CH:21][CH:22]=[CH:23][C:9]2=3)[CH2:4][CH2:3]1.CCOCC.[H-].[Al+3].[Li+].[H-].[H-].[H-].[OH-].[Na+]>O>[CH3:1][N:2]1[CH2:7][CH2:6][C:5](=[C:8]2[C:14]3[CH:15]=[CH:16][CH:17]=[CH:18][C:13]=3[CH2:12][CH:11]([OH:19])[C:10]3[CH:20]=[CH:21][CH:22]=[CH:23][C:9]2=3)[CH2:4][CH2:3]1 |f:2.3.4.5.6.7,8.9|. Procedure: A solution of 3.0 g. (0.01 mole) of 1-methyl-4-(10,11-dihydro-10-oxo-5H-dibenzo[a,d]cyclohepten-5-ylidene)piperidine (0.01 mole) in 200 ml. of dry ether is added dropwise in a dry inert atmosphere to a stirred suspension of 3.8 g. (0.1 mole) of lithium aluminum hydride. The reaction is then stirred overnight (20 hours) at room temperature under a dry inert atmosphere. Then there is added dropwise carefully with stirring 3 ml. of water followed by 3 ml. of 20% NaOH solution in water followed by 1...